The task is: describe an organic reaction: reactants, conditions, products, and yield. This data is from the Open Reaction Database (ORD), a public repository of structured organic reaction records. Reactants: [Al+3], C1CCOC1, CCOCC, Cc1oc(-c2cccc(Cl)c2)nc1Cn1c(C)c(C=O)c2cc(C(O)(C(F)(F)F)C(F)(F)F)ccc21, [H-], [H-], [H-], [H-], [Li+], O. Product: Cc1oc(-c2cccc(Cl)c2)nc1Cn1c(C)c(CO)c2cc(C(O)(C(F)(F)F)C(F)(F)F)ccc21. RXN SMILES: [Al+3:38].[CH2:49]1[O:50][CH2:51][CH2:52][CH2:53]1.[CH3:43][CH2:44][O:45][CH2:46][CH3:47].[Cl:1][c:2]1[cH:3][c:4](-[c:8]2[o:9][c:10]([CH3:36])[c:11]([CH2:13][n:14]3[c:15]([CH3:35])[c:16]([CH:33]=[O:34])[c:17]4[cH:18][c:19]([C:23]([C:24]([F:25])([F:26])[F:27])([C:28]([F:29])([F:30])[F:31])[OH:32])[cH:20][cH:21][c:22]34)[n:12]2)[cH:5][cH:6][cH:7]1.[H-:37].[H-:40].[H-:41].[H-:42].[Li+:39].[OH2:48]>>[Cl:1][c:2]1[cH:3][c:4](-[c:8]2[o:9][c:10]([CH3:36])[c:11]([CH2:13][n:14]3[c:15]([CH3:35])[c:16]([CH2:33][OH:34])[c:17]4[cH:18][c:19]([C:23]([C:24]([F:25])([F:26])[F:27])([C:28]([F:29])([F:30])[F:31])[OH:32])[cH:20][cH:21][c:22]34)[n:12]2)[cH:5][cH:6][cH:7]1. Starting materials: O=C(Cl)c1ccc(Br)cc1F, Cc1cnc(N2CCN(C(=O)OC(C)(C)C)CC2)c(Cl)c1, ClC(Cl)Cl, [Na+], [OH-], O=C(O)C(F)(F)F. Product: Cc1cnc(N2CCN(C(=O)c3ccc(Br)cc3F)CC2)c(Cl)c1. Reaction SMILES: [Br:31][c:32]1[cH:33][c:34]([F:41])[c:35]([C:36]([Cl:37])=[O:38])[cH:39][cH:40]1.[C:1]([O:2][C:6](=[O:7])[N:8]1[CH2:9][CH2:10][N:11]([c:14]2[n:15][cH:16][c:17]([CH3:21])[cH:18][c:19]2[Cl:20])[CH2:12][CH2:13]1)([CH3:3])([CH3:4])[CH3:5].[CH:42]([Cl:43])([Cl:44])[Cl:45].[Na+:30].[OH-:29].[OH:22][C:23]([C:24]([F:25])([F:26])[F:27])=[O:28]>>[C:6](=[O:7])([N:8]1[CH2:9][CH2:10][N:11]([c:14]2[n:15][cH:16][c:17]([CH3:21])[cH:18][c:19]2[Cl:20])[CH2:12][CH2:13]1)[c:35]1[c:34]([F:41])[cH:33][c:32]([Br:31])[cH:40][cH:39]1. The reactants are C(C)(C)(C)[Si](OC(C(=O)C1=CC=CC=C1)C1=CC=NC=C1)(C)C (2-(tert-butyl-dimethyl-silanyloxy)-1-phenyl-2-pyridin-4-yl-ethanone), [F-].C(CCC)[N+](CCCC)(CCCC)CCCC (tetra-n-butyl ammonium fluoride). Solvent: C(C)(=O)OCC (ethyl acetate), O (water), O1CCCC1 (tetrahydrofuran), C1CCOC1 (THF). Run at time 1 hour. The product is OC(C(=O)C1=CC=CC=C1)C1=CC=NC=C1 (2-hydroxy-1-phenyl-2-pyridin-4-yl-ethanone). Isolated yield 13.0%. Reaction SMILES: C([Si](C)(C)[O:6][CH:7]([C:16]1[CH:21]=[CH:20][N:19]=[CH:18][CH:17]=1)[C:8]([C:10]1[CH:15]=[CH:14][CH:13]=[CH:12][CH:11]=1)=[O:9])(C)(C)C.[F-].C([N+](CCCC)(CCCC)CCCC)CCC>O1CCCC1.C(OCC)(=O)C.O>[OH:6][CH:7]([C:16]1[CH:17]=[CH:18][N:19]=[CH:20][CH:21]=1)[C:8]([C:10]1[CH:15]=[CH:14][CH:13]=[CH:12][CH:11]=1)=[O:9] |f:1.2|. Reported procedure: To a solution of 2-(tert-butyl-dimethyl-silanyloxy)-1-phenyl-2-pyridin-4-yl-ethanone (0.81 mg, 2.46 mmol) prepared in Step 2 in 5 mL of tetrahydrofuran was added a solution of 1.0 M tetra-n-butyl ammonium fluoride in THF (7.4 mL) and the resulting mixture was stirred for 1 hour. After the reaction was complete, the reaction materials were diluted with 50 mL of ethyl acetate and 50 mL of water to dissolve salts, followed by separation of layers. The obtained organic layer was successively washed ... Starting materials: [Sn](Cl)(Cl)(Cl)Cl (Tin chloride), COC(=O)C=1SC(=CC1[N+](=O)[O-])C#CC1CC1 (5-cyclopropylethynyl-3-nitrothiophene-2-carboxylic acid methyl ester). Solvent: C(C)O (ethanol). Yields the product COC(=O)C=1SC(=CC1N)C#CC1CC1 (3-Amino-5-cyclopropylethynylthiophene-2-carboxylic acid methyl ester). Reaction SMILES: [Sn](Cl)(Cl)(Cl)Cl.[CH3:6][O:7][C:8]([C:10]1[S:11][C:12]([C:18]#[C:19][CH:20]2[CH2:22][CH2:21]2)=[CH:13][C:14]=1[N+:15]([O-])=O)=[O:9]>C(O)C>[CH3:6][O:7][C:8]([C:10]1[S:11][C:12]([C:18]#[C:19][CH:20]2[CH2:21][CH2:22]2)=[CH:13][C:14]=1[NH2:15])=[O:9]. Procedure details: Tin chloride (11.8 g) was added to a solution of 5-cyclopropylethynyl-3-nitrothiophene-2-carboxylic acid methyl ester (6.26 g) in ethanol (250 ml), and the reaction mixture was heated to reflux for 4 h. The solvent was then removed in vacuo, and the residue was taken up again in ethyl acetate and washed with sat. Rochelle salt solution. The organic phase was dried over sodium sulfate and the solvent was removed in vacuo. The product with the molecular weight of 221.27 (C11H11NO2S) was obtained i... Reactants: COCCCOC1=C(C(=NC=C1)CSC1=NC2=C(N1)C=CC=C2)C (2-[[[4-(3-methoxypropoxy)-3-methyl-2-pyridinyl]methyl]thio]-1H-benzimidazole), O (water). The reagents and catalysts are CC([O-])C.[Ti+4].CC([O-])C.CC([O-])C.CC([O-])C (titanium isopropoxide). The product is CC1=C(C=CN=C1CS(=O)C2=NC3=CC=CC=C3N2)OCCCOC (dexrabeprazole). Reaction SMILES: [CH3:1][O:2][CH2:3][CH2:4][CH2:5][O:6][C:7]1[CH:12]=[CH:11][N:10]=[C:9]([CH2:13][S:14][C:15]2[NH:19][C:18]3[CH:20]=[CH:21][CH:22]=[CH:23][C:17]=3[N:16]=2)[C:8]=1[CH3:24].[OH2:25]>CC(C)[O-].[Ti+4].CC(C)[O-].CC(C)[O-].CC(C)[O-]>[CH3:24][C:8]1[C:9]([CH2:13][S:14]([C:15]2[NH:16][C:17]3[C:18](=[CH:20][CH:21]=[CH:22][CH:23]=3)[N:19]=2)=[O:25])=[N:10][CH:11]=[CH:12][C:7]=1[O:6][CH2:5][CH2:4][CH2:3][O:2][CH3:1] |f:2.3.4.5.6|. Procedure details: In an embodiment, the process comprises contacting 2-[[[4-(3-methoxypropoxy)-3-methyl-2-pyridinyl]methyl]thio]-1H-benzimidazole (rabeprazole sulfide) with a chiral reagent in an organic solvent and water followed by addition of titanium isopropoxide. A base is added to this reaction mass followed by an oxidizing agent to obtain dexrabeprazole. The so-obtained dexrabeprazole may then be reacted with the alcoholic solution of magnesium chloride to form dexrabeprazole magnesium hydrate. Alternative... Reactants: ClC1=C(OC2=C(C(=CC=C2)CC=C)O)C=CC=C1 (2-(2-chlorophenoxy)-6-allylphenol), S(=O)(=O)(OC)OC (dimethyl sulfate). The solvent is [OH-].[K+] (potassium hydroxide). Run at time 30 minute. The product is COC1=C(C=CC=C1CC=C)OC1=C(C=CC=C1)Cl (2-chlorophenyl 2-methoxy-3-allylphenyl ether). Yield: 94.9%. As a reaction SMILES: [Cl:1][C:2]1[CH:18]=[CH:17][CH:16]=[CH:15][C:3]=1[O:4][C:5]1[CH:10]=[CH:9][CH:8]=[C:7]([CH2:11][CH:12]=[CH2:13])[C:6]=1[OH:14].S(OC)(O[CH3:23])(=O)=O>[OH-].[K+]>[CH3:23][O:14][C:6]1[C:7]([CH2:11][CH:12]=[CH2:13])=[CH:8][CH:9]=[CH:10][C:5]=1[O:4][C:3]1[CH:15]=[CH:16][CH:17]=[CH:18][C:2]=1[Cl:1] |f:2.3|. Procedure details: An aqueous solution (100 ml) of potassium hydroxide (17.0 g) was added all at once to a mixture of 2-(2-chlorophenoxy)-6-allylphenol (22.0 g) and dimethyl sulfate (23.0 g) under cooling. The mixture was stirred at room temperature for 30 minutes and extracted with diethyl ether. The extract was washed with water 3 times, dried over magnesium sulfate and then evaporated. The oily residue was subjected to distillation under reduced pressure to give colorless oil of 2-chlorophenyl 2-methoxy-3-allyl... The reactants are NCCCSC1=CC=NC=C1 (4-(3-aminopropylthio)pyridine), CC1=CC=C(S1)C(=O)O (5-methyl-2-thiophenecarboxylic acid), ON1C(CCC1=O)=O (N-hydroxysuccinimide), Cl.C(C)N=C=NCCCN(C)C (1-ethyl-3-(3-dimethylaminopropyl)carbodiimide hydrochloride). The solvent is C(Cl)Cl (methylene chloride). Product: CC1=CC=C(S1)C(=O)NCCCSC1=CC=NC=C1 (4-[3-(5-methylthenoylamino)propylthio]pyridine). Yield: 64.5%. Reaction SMILES: [CH3:1][C:2]1[S:6][C:5]([C:7]([OH:9])=O)=[CH:4][CH:3]=1.ON1C(=O)CCC1=O.Cl.C(N=C=NCCCN(C)C)C.[NH2:30][CH2:31][CH2:32][CH2:33][S:34][C:35]1[CH:40]=[CH:39][N:38]=[CH:37][CH:36]=1>C(Cl)Cl>[CH3:1][C:2]1[S:6][C:5]([C:7]([NH:30][CH2:31][CH2:32][CH2:33][S:34][C:35]2[CH:40]=[CH:39][N:38]=[CH:37][CH:36]=2)=[O:9])=[CH:4][CH:3]=1 |f:2.3|. Procedure: To a solution of 1.27 g (8.91 mmol) of 5-methyl-2-thiophenecarboxylic acid and 1.33 g (11.6 mmol) of N-hydroxysuccinimide in 90 ml of methylene chloride, 2.05 g (10.7 mmol) of 1-ethyl-3-(3-dimethylaminopropyl)carbodiimide hydrochloride was added under ice-cooling with stirring. The mixture was stirred at room temperature for 1 hour. Further, 1.50 g (8.91 mmol) of 4-(3-aminopropylthio)pyridine was added, and the mixture was stirred at room temperature for 2 hours. The reaction mixture was washed ... Reactants: C[Mg]I (methyl magnesium iodide), C(C1=CC=CC=C1)OC=1C=C(C(=O)OC)C=CC1 (methyl 3-benzyloxybenzoate), O1CCCC1 (tetrahydrofuran). Solvent: CCOCC (ether), CCOCC (ether), CCOCC (ether). Conditions: time 3 hour. The product is C(C1=CC=CC=C1)OC=1C(=CC=CC1)CCCO (3-Benzyloxybenzene-2-propanol). Isolated yield 93.0%. RXN SMILES: C[Mg]I.[CH2:4]([O:11][C:12]1[CH:13]=[C:14]([CH:19]=[CH:20][CH:21]=1)C(OC)=O)[C:5]1[CH:10]=[CH:9][CH:8]=[CH:7][CH:6]=1.[O:22]1C[CH2:25][CH2:24][CH2:23]1>CCOCC>[CH2:4]([O:11][C:12]1[C:21]([CH2:25][CH2:24][CH2:23][OH:22])=[CH:20][CH:19]=[CH:14][CH:13]=1)[C:5]1[CH:6]=[CH:7][CH:8]=[CH:9][CH:10]=1. Reported procedure: To a 0° solution of 2.2 mole of methyl magnesium iodide in 1.5 l. ether is added a solution of 200 g. (1.06 mole) of methyl 3-benzyloxybenzoate in 500 ml. ether and 500 ml. tetrahydrofuran. The reaction mixture is stirred for 3 hours and then added to 1.5 l. ice cold saturated ammonium chloride and 2 l. ether. The organic extract is dried over magnesium sulfate and evaporated to an oil. Crystallization of the crude oil in petroleum ether gives 186 g. (93%) of the title compound.